Dataset: the Open Reaction Database (ORD), a public repository of structured organic reaction records. Task: describe an organic reaction: reactants, conditions, products, and yield Reactants: CC(C)[Si](C(C)C)(C(C)C)n1cc(Cc2ccc(Br)cc2)c2cccnc21, CC(C)(C)P(c1ccccc1-c1ccccc1)C(C)(C)C, Cc1ccccc1, CC(C)(C)[O-], [K+], NCc1ccccc1, O=C(C=Cc1ccccc1)C=Cc1ccccc1, O=C(C=Cc1ccccc1)C=Cc1ccccc1, O=C(C=Cc1ccccc1)C=Cc1ccccc1, O, [Pd], [Pd]. The product is CC(C)[Si](C(C)C)(C(C)C)n1cc(Cc2ccc(NCc3ccccc3)cc2)c2cccnc21. As a reaction SMILES: [Br:1][c:2]1[cH:3][cH:4][c:5]([CH2:6][c:7]2[cH:8][n:9]([Si:16]([CH:17]([CH3:18])[CH3:19])([CH:20]([CH3:21])[CH3:22])[CH:23]([CH3:24])[CH3:25])[c:10]3[n:11][cH:12][cH:13][cH:14][c:15]23)[cH:26][cH:27]1.[C:36]([P:37]([C:38]([CH3:39])([CH3:40])[CH3:41])[c:42]1[cH:43][cH:44][cH:45][cH:46][c:47]1-[c:48]1[cH:49][cH:50][cH:51][cH:52][cH:53]1)([CH3:54])([CH3:55])[CH3:56].[CH3:120][c:121]1[cH:122][cH:123][cH:124][cH:125][cH:126]1.[CH3:57][C:58]([CH3:59])([O-:60])[CH3:61].[K+:62].[NH2:28][CH2:29][c:30]1[cH:31][cH:32][cH:33][cH:34][cH:35]1.[O:101]=[C:102]([CH:103]=[CH:104][c:105]1[cH:106][cH:107][cH:108][cH:109][cH:110]1)[CH:111]=[CH:112][c:113]1[cH:114][cH:115][cH:116][cH:117][cH:118]1.[O:65]=[C:66]([CH:67]=[CH:68][c:69]1[cH:70][cH:71][cH:72][cH:73][cH:74]1)[CH:75]=[CH:76][c:77]1[cH:78][cH:79][cH:80][cH:81][cH:82]1.[O:83]=[C:84]([CH:85]=[CH:86][c:87]1[cH:88][cH:89][cH:90][cH:91][cH:92]1)[CH:93]=[CH:94][c:95]1[cH:96][cH:97][cH:98][cH:99][cH:100]1.[OH2:119].[Pd:63].[Pd:64]>>[c:2]1([NH:28][CH2:29][c:30]2[cH:31][cH:32][cH:33][cH:34][cH:35]2)[cH:3][cH:4][c:5]([CH2:6][c:7]2[cH:8][n:9]([Si:16]([CH:17]([CH3:18])[CH3:19])([CH:20]([CH3:21])[CH3:22])[CH:23]([CH3:24])[CH3:25])[c:10]3[n:11][cH:12][cH:13][cH:14][c:15]23)[cH:26][cH:27]1. The reactants are C(C1=CC=CC=C1)(=O)NC=1SC[C@H]2[C@@](N1)(CN(C2)C(=O)OCC2=CC=CC=C2)C=2SC(=CC2)C#N (benzyl (4aR,7aR)-2-(benzoylamino)-7a-(5-cyanothiophen-2-yl)-4a,5,7,7a-tetrahydropyrrolo[3,4-d][1,3]thiazine-6(4H)-carboxylate), CO (Methanol). The reagents and catalysts are I[Si](C)(C)C (iodotrimethylsilane). The solvent is C(C)#N (acetonitrile). Run at time 70 minute. The product is C(#N)C1=CC=C(S1)[C@@]12N=C(SC[C@@H]1CNC2)NC(C2=CC=CC=C2)=O (N-[(4aR,7aR)-7a-(5-Cyanothiophen-2-yl)-4,4a,5,6,7,7a-hexahydropyrrolo[3,4-d][1,3]thiazin-2-yl]benzamide). The yield is 117.5%. Reaction SMILES: [C:1]([NH:9][C:10]1[S:11][CH2:12][C@@H:13]2[CH2:18][N:17](C(OCC3C=CC=CC=3)=O)[CH2:16][C@:14]2([C:29]2[S:30][C:31]([C:34]#[N:35])=[CH:32][CH:33]=2)[N:15]=1)(=[O:8])[C:2]1[CH:7]=[CH:6][CH:5]=[CH:4][CH:3]=1.CO>C(#N)C.I[Si](C)(C)C>[C:34]([C:31]1[S:30][C:29]([C@:14]23[CH2:16][NH:17][CH2:18][C@H:13]2[CH2:12][S:11][C:10]([NH:9][C:1](=[O:8])[C:2]2[CH:3]=[CH:4][CH:5]=[CH:6][CH:7]=2)=[N:15]3)=[CH:33][CH:32]=1)#[N:35]. Procedure: To a stirred clear and colorless solution of the benzyl (4aR,7aR)-2-(benzoylamino)-7a-(5-cyanothiophen-2-yl)-4a,5,7,7a-tetrahydropyrrolo[3,4-d][1,3]thiazine-6(4H)-carboxylate (405 mg, 0.806 mmol) in acetonitrile (16 mL) under an atmosphere of nitrogen at room temperature is added iodotrimethylsilane (345 μL, 2.42 μmol). The resulting pale yellow solution is stirred at room temperature for 70 minutes. Methanol (391 μL, 9.67 mmol) is added and the pale yellow mixture is stirred for 5 minutes, and ... The reactants are [Al+3], CCOC(C)=O, [Cl-], [H-], [H-], [H-], [H-], [Li+], [Na+], [Na+], [Na+], O=S(=O)([O-])[O-], C1COCCO1, O=C1CCC(Cc2c[nH]c3ncccc23)N1. Product: c1cnc2[nH]cc(CC3CCCN3)c2c1. Reaction SMILES: [Al+3:18].[CH3:38][CH2:39][O:40][C:41](=[O:42])[CH3:43].[Cl-:23].[H-:17].[H-:20].[H-:21].[H-:22].[Li+:19].[Na+:24].[Na+:25].[Na+:26].[O-:27][S:28]([O-:29])(=[O:30])=[O:31].[O:32]1[CH2:33][CH2:34][O:35][CH2:36][CH2:37]1.[nH:1]1[cH:2][c:3]([CH2:10][CH:11]2[CH2:12][CH2:13][C:14](=[O:16])[NH:15]2)[c:4]2[c:5]1[n:6][cH:7][cH:8][cH:9]2>>[nH:1]1[cH:2][c:3]([CH2:10][CH:11]2[CH2:12][CH2:13][CH2:14][NH:15]2)[c:4]2[c:5]1[n:6][cH:7][cH:8][cH:9]2.